This data is from the Open Reaction Database (ORD), a public repository of structured organic reaction records. The task is: describe an organic reaction: reactants, conditions, products, and yield Reactants: COC1=C(C(=CC(=C1)C1=CC(=NO1)C1=CC(=C(C(=C1)OC)OC)OC)OC)O (2,6-dimethoxy-4-(3-(3,4,5-trimethoxyphenyl)isoxazol-5-yl)phenol), C([O-])([O-])=O.[K+].[K+] (potassium carbonate), BrCCCCCOC1=C(C=C(C=C1)C1NC2=CC=CC=C2C(N1)=O)OC (2-[4-(5-Bromo-pentyloxy)-3-methoxy-phenyl]-2,3-dihydro-1H-quinazolin-4-one), ice. Run in CN(C)C=O (DMF), C(C)(=O)OCC.CCCCCC (ethyl acetate hexane). Run at temperature 30 celsius, time 30 hour. Yields the product COC1=C(OCCCCCOC2=C(C=C(C=C2)C2NC3=CC=CC=C3C(N2)=O)OC)C(=CC(=C1)C1=CC(=NO1)C1=CC(=C(C(=C1)OC)OC)OC)OC (2-(4-(5-(2,6-dimethoxy-4-(3-(3,4,5-trimethoxyphenyl)isoxazol-5-yl)phenoxy)pentyloxy)-3-methoxyphenyl)-2,3-dihydroquinazolin-4(1H)-one). The yield is 75.2%. As a reaction SMILES: [CH3:1][O:2][C:3]1[CH:8]=[C:7]([C:9]2[O:13][N:12]=[C:11]([C:14]3[CH:19]=[C:18]([O:20][CH3:21])[C:17]([O:22][CH3:23])=[C:16]([O:24][CH3:25])[CH:15]=3)[CH:10]=2)[CH:6]=[C:5]([O:26][CH3:27])[C:4]=1[OH:28].C(=O)([O-])[O-].[K+].[K+].Br[CH2:36][CH2:37][CH2:38][CH2:39][CH2:40][O:41][C:42]1[CH:47]=[CH:46][C:45]([CH:48]2[NH:57][C:56](=[O:58])[C:55]3[C:50](=[CH:51][CH:52]=[CH:53][CH:54]=3)[NH:49]2)=[CH:44][C:43]=1[O:59][CH3:60]>CN(C=O)C.C(OCC)(=O)C.CCCCCC>[CH3:1][O:2][C:3]1[CH:8]=[C:7]([C:9]2[O:13][N:12]=[C:11]([C:14]3[CH:15]=[C:16]([O:24][CH3:25])[C:17]([O:22][CH3:23])=[C:18]([O:20][CH3:21])[CH:19]=3)[CH:10]=2)[CH:6]=[C:5]([O:26][CH3:27])[C:4]=1[O:28][CH2:36][CH2:37][CH2:38][CH2:39][CH2:40][O:41][C:42]1[CH:47]=[CH:46][C:45]([CH:48]2[NH:57][C:56](=[O:58])[C:55]3[C:50](=[CH:51][CH:52]=[CH:53][CH:54]=3)[NH:49]2)=[CH:44][C:43]=1[O:59][CH3:60] |f:1.2.3,6.7|. Procedure details: 2,6-dimethoxy-4-(3-(3,4,5-trimethoxyphenyl)isoxazol-5-yl)phenol (29b) (387.38 mg 1.0 mmol) in DMF (20 mL) was added anhydrous potassium carbonate (690 mg, 5.0 mmol) and 2-[4-(5-Bromo-pentyloxy)-3-methoxy-phenyl]-2,3-dihydro-1H-quinazolin-4-one (2d) (419.29 mg, 1.0 mmol). The reaction mixture was stirred at a temperature of 30° C. for 30 h and the reaction was monitored by TLC using ethyl acetate-hexane (6:4) as a solvent system. Then to this ice is added and extracted with ethyl acetate. The sol... The reactants are CC=1C=C(OCC2CCN(CC2)C(=O)OC(C)(C)C)C=CC1[N+](=O)[O-] (tert-Butyl 4-((3-methyl-4-nitrophenoxy)methyl)piperidine-1-carboxylate), [H][H] (hydrogen). Reagents/catalysts: [Pd] (palladium on carbon). Run in C(C)(=O)OCC (ethyl acetate), CO (methanol). Reaction conditions: time 16 hour. The product is NC1=C(C=C(OCC2CCN(CC2)C(=O)OC(C)(C)C)C=C1)C (tert-butyl 4-((4-amino-3-methylphenoxy)methyl)piperidine-1-carboxylate). Isolated yield 65.8%. Reaction SMILES: [CH3:1][C:2]1[CH:3]=[C:4]([CH:20]=[CH:21][C:22]=1[N+:23]([O-])=O)[O:5][CH2:6][CH:7]1[CH2:12][CH2:11][N:10]([C:13]([O:15][C:16]([CH3:19])([CH3:18])[CH3:17])=[O:14])[CH2:9][CH2:8]1.[H][H]>C(OCC)(=O)C.CO.[Pd]>[NH2:23][C:22]1[CH:21]=[CH:20][C:4]([O:5][CH2:6][CH:7]2[CH2:8][CH2:9][N:10]([C:13]([O:15][C:16]([CH3:18])([CH3:19])[CH3:17])=[O:14])[CH2:11][CH2:12]2)=[CH:3][C:2]=1[CH3:1]. Procedure details: tert-Butyl 4-((3-methyl-4-nitrophenoxy)methyl)piperidine-1-carboxylate (5.68 g, 16.22 mmoles) was dissolved in ethyl acetate (60 ml) and methanol (40 ml). The solution was treated with 600 mg of 10% palladium on carbon (50% water w/w). The slurry was then shaken on a Parr hydrogenator and treated with a 40 psi of hydrogen gas, at room temperature. After 16 hours, the slurry was filtered through a plug of Celite, which was subsequently washed with ethyl acetate (50 ml) and methanol (50 ml). The r...